This data is from the Open Reaction Database (ORD), a public repository of structured organic reaction records. The task is: describe an organic reaction: reactants, conditions, products, and yield Starting materials: C(C)(C)N1CCN(CC1)CCOC1=CC=2N(C=C1)C(=CN2)C(=O)[O-].[Li+] (lithium 7-(2-(4-isopropylpiperazin-1-yl)ethoxy)imidazo[1,2-a]pyridine-3-carboxylate), ClC1=C(C(=O)Cl)C(=CC(=C1)Cl)Cl (2,4,6-trichlorobenzoyl chloride), [OH-].[Na+] (NaOH), C1(CC1)C1=NN(C=2C=CC=C(C12)N)CC1=NN(C=C1)C(C)C (3-cyclopropyl-1-((1-isopropyl-1H-pyrazol-3-yl)methyl)-1H-indazol-4-amine). Solvent: CN1CCCC1=O (NMP). Reaction conditions: temperature 88 celsius, time 1 hour. Product: C1(CC1)C1=NN(C2=CC=CC(=C12)NC(=O)C1=CN=C2N1C=CC(=C2)OCCN2CCN(CC2)C(C)C)CC2=NN(C=C2)C(C)C (N-(3-cyclopropyl-1-((1-isopropyl-1H-pyrazol-3-yl)methyl)-1H-indazol-4-yl)-7-(2-(4-isopropylpiperazin-1-yl)ethoxy)imidazo[1,2-a]pyridine-3-carboxamide). The yield is 61.1%. As a reaction SMILES: [CH:1]([N:4]1[CH2:9][CH2:8][N:7]([CH2:10][CH2:11][O:12][C:13]2[CH:18]=[CH:17][N:16]3[C:19]([C:22]([O-])=[O:23])=[CH:20][N:21]=[C:15]3[CH:14]=2)[CH2:6][CH2:5]1)([CH3:3])[CH3:2].[Li+].ClC1C=C(Cl)C=C(Cl)C=1C(Cl)=O.[CH:38]1([C:41]2[C:49]3[C:48]([NH2:50])=[CH:47][CH:46]=[CH:45][C:44]=3[N:43]([CH2:51][C:52]3[CH:56]=[CH:55][N:54]([CH:57]([CH3:59])[CH3:58])[N:53]=3)[N:42]=2)[CH2:40][CH2:39]1.[OH-].[Na+]>CN1C(=O)CCC1>[CH:38]1([C:41]2[C:49]3[C:44](=[CH:45][CH:46]=[CH:47][C:48]=3[NH:50][C:22]([C:19]3[N:16]4[CH:17]=[CH:18][C:13]([O:12][CH2:11][CH2:10][N:7]5[CH2:8][CH2:9][N:4]([CH:1]([CH3:3])[CH3:2])[CH2:5][CH2:6]5)=[CH:14][C:15]4=[N:21][CH:20]=3)=[O:23])[N:43]([CH2:51][C:52]3[CH:56]=[CH:55][N:54]([CH:57]([CH3:59])[CH3:58])[N:53]=3)[N:42]=2)[CH2:39][CH2:40]1 |f:0.1,4.5|. Reported procedure: To a solution of lithium 7-(2-(4-isopropylpiperazin-1-yl)ethoxy)imidazo[1,2-a]pyridine-3-carboxylate (123 mg, 0.364 mmol; prepared according to Example 62, Step B) in NMP (10 mL) at 0° C. was added 2,4,6-trichlorobenzoyl chloride (57.9 μL, 0.363 mmol). The cold bath was removed once the addition was complete. The mixture was stirred for one hour. 3-Cyclopropyl-1-((1-isopropyl-1H-pyrazol-3-yl)methyl)-1H-indazol-4-amine (80 mg, 0.271 mmol; prepared according to Example 63, step E) was added and th... The reactants are ClC1=CC(=CC=C1)C(=O)OO (m-chloroperbenzoic acid), ClCSC1=NC=C(C=N1)Cl (2-(chloromethyl)thio-5-chloropyrimidine). Run in C(Cl)(Cl)Cl (chloroform), C(Cl)(Cl)Cl (chloroform). Conditions: temperature -5 celsius. Yields the product ClCS(=O)C1=NC=C(C=N1)Cl (2-(Chloromethyl)sulfinyl-5-chloropyrimidine). The yield is 73.0%. RXN SMILES: ClC1C=CC=C(C(OO)=[O:9])C=1.[Cl:12][CH2:13][S:14][C:15]1[N:20]=[CH:19][C:18]([Cl:21])=[CH:17][N:16]=1>C(Cl)(Cl)Cl>[Cl:12][CH2:13][S:14]([C:15]1[N:20]=[CH:19][C:18]([Cl:21])=[CH:17][N:16]=1)=[O:9]. Reported procedure: 90% m-chloroperbenzoic acid (4.2 mmol) in chloroform (7 ml) was added dropwise over 40 min to a solution of 2-(chloromethyl)thio-5-chloropyrimidine (3.9 mmol) in chloroform (6 ml) with stirring at -5° C. The mixture was allowed to reach room temperature and stirred overnight, washed with 1 M K2CO3, the dried (MgSO4) chloroform solution evaporated and the residue recrystallized from benzene/petroleum ether (60°-80° C.); yield 73%, m.p. 90° C. 1H NMR (CDCl3): δ4.70 and 5.00 (2H-CO2SO, Jgem 10 Hz),... The reactants are BrC=1C(=CC2=CC(=CC=C2C1)CBr)C(F)(F)P(OCC)(OCC)=O (Diethyl [3-bromo-7-(bromomethyl)-2-naphthyl](difluoro)methylphosphonate), C[N+]1(CCOCC1)[O-] (N-methylmorpholine N-oxide). Run in O1CCOCC1 (dioxane). The product is BrC=1C(=CC2=CC(=CC=C2C1)C=O)C(F)(F)P(OCC)(OCC)=O (diethyl (3-bromo-7-formyl-2-naphthyl)(difluoro)methylphosphonate). The yield is 86.6%. Reaction SMILES: [Br:1][C:2]1[C:3]([C:14]([P:17](=[O:24])([O:21][CH2:22][CH3:23])[O:18][CH2:19][CH3:20])([F:16])[F:15])=[CH:4][C:5]2[C:10]([CH:11]=1)=[CH:9][CH:8]=[C:7]([CH2:12]Br)[CH:6]=2.C[N+]1([O-])CC[O:29]CC1>O1CCOCC1>[Br:1][C:2]1[C:3]([C:14]([P:17](=[O:24])([O:21][CH2:22][CH3:23])[O:18][CH2:19][CH3:20])([F:16])[F:15])=[CH:4][C:5]2[C:10]([CH:11]=1)=[CH:9][CH:8]=[C:7]([CH:12]=[O:29])[CH:6]=2. Procedure: To a solution of diethyl [3-bromo-7-(bromomethyl)-2-naphthyl](difluoro)methylphosphonate (0.2 g from step 5, example 2) in 5 mL, of dioxane was added N-methylmorpholine N-oxide (0.17 g). The reaction mixture was refluxed for 1 h. The mixture was quenched with a saturated solution of NH4Cl and the mixture was extracted with EtOAc and the extract dried over Na2SO4 and evaporated. The residue was purified by flash chromatography eluting with 10-20% EtOAc/hexanes to afford diethyl (3-bromo-7-formyl-...